Dataset: the Open Reaction Database (ORD), a public repository of structured organic reaction records. Task: describe an organic reaction: reactants, conditions, products, and yield Reactants: COC(=O)Oc1cc([N+](=O)[O-])c(Br)cc1C(C)(C)C, CO, Cl, [K+], [OH-]. Yields the product CC(C)(C)c1cc(Br)c([N+](=O)[O-])cc1O. As a reaction SMILES: [C:1](=[O:2])([O:3][CH3:19])[O:4][c:5]1[c:6]([C:15]([CH3:16])([CH3:17])[CH3:18])[cH:7][c:8]([Br:14])[c:9]([N+:11](=[O:12])[O-:13])[cH:10]1.[CH3:23][OH:24].[ClH:22].[K+:21].[OH-:20]>>[OH:4][c:5]1[c:6]([C:15]([CH3:16])([CH3:17])[CH3:18])[cH:7][c:8]([Br:14])[c:9]([N+:11](=[O:12])[O-:13])[cH:10]1. The reactants are N#Cc1ccc(CC(=O)O)cc1, N, O. Yields the product NCc1ccc(CC(=O)O)cc1. Reaction SMILES: [C:1](#[N:2])[c:3]1[cH:4][cH:5][c:6]([CH2:9][C:10](=[O:11])[OH:12])[cH:7][cH:8]1.[NH3:14].[OH2:13]>>[CH2:1]([NH2:2])[c:3]1[cH:4][cH:5][c:6]([CH2:9][C:10](=[O:11])[OH:12])[cH:7][cH:8]1. Reactants: CC(C)(C)OO, C=C(c1ccc(F)cc1)C(O)(Cn1cncn1)c1ccc(F)cc1, c1ccccc1. The product is OC(Cn1cncn1)(c1ccc(F)cc1)C1(c2ccc(F)cc2)CO1. As a reaction SMILES: [C:25]([CH3:27])([CH3:28])([O:29][OH:26])[CH3:30].[F:1][c:2]1[cH:3][cH:4][c:5]([C:8]([CH2:9][n:10]2[n:11][cH:12][n:13][cH:14]2)([C:15](=[CH2:16])[c:17]2[cH:18][cH:19][c:20]([F:23])[cH:21][cH:22]2)[OH:24])[cH:6][cH:7]1.[cH:31]1[cH:32][cH:33][cH:34][cH:35][cH:36]1>>[F:1][c:2]1[cH:3][cH:4][c:5]([C:8]([CH2:9][n:10]2[n:11][cH:12][n:13][cH:14]2)([C:15]2([c:17]3[cH:18][cH:19][c:20]([F:23])[cH:21][cH:22]3)[CH2:16][O:29]2)[OH:24])[cH:6][cH:7]1.